From a dataset of the Open Reaction Database (ORD), a public repository of structured organic reaction records. describe an organic reaction: reactants, conditions, products, and yield The reactants are BrC(Br)(Br)Br, CC#N, OCCc1c[nH]c2ccc(F)cc12, c1ccc(P(c2ccccc2)c2ccccc2)cc1. Product: Fc1ccc2[nH]cc(CCBr)c2c1. Reaction SMILES: [Br:14][C:15]([Br:16])([Br:17])[Br:18].[CH3:38][C:39]#[N:40].[F:1][c:2]1[cH:3][c:4]2[c:5]([CH2:11][CH2:12][OH:13])[cH:6][nH:7][c:8]2[cH:9][cH:10]1.[c:19]1([P:20]([c:21]2[cH:22][cH:23][cH:24][cH:25][cH:26]2)[c:27]2[cH:28][cH:29][cH:30][cH:31][cH:32]2)[cH:33][cH:34][cH:35][cH:36][cH:37]1>>[F:1][c:2]1[cH:3][c:4]2[c:5]([CH2:11][CH2:12][Br:14])[cH:6][nH:7][c:8]2[cH:9][cH:10]1.